This data is from the Open Reaction Database (ORD), a public repository of structured organic reaction records. The task is: describe an organic reaction: reactants, conditions, products, and yield Reactants: COC1=CC2=C(C(CN(CC2)S(=O)(=O)C2=CC=C(C=C2)C)=O)C=C1 (7-Methoxy-3-(toluene-4-sulfonyl)-2,3,4,5-tetrahydro-benzo[d]azepin-1-one), C(C)(=O)O (acetic acid), Cl (hydrochloric acid), CCO (EtOH). The reagents and catalysts are [C].[Pd] (palladium-carbon). The solvent is O1CCOCC1 (dioxane). Run at time 8 hour. Product: COC1=CC2=C(CCN(CC2)S(=O)(=O)C2=CC=C(C=C2)C)C=C1 (7-methoxy-3-(toluene-4-sulfonyl)-2,3,4,5-tetrahydro-1H-benzo[d]azepine). Reaction SMILES: [CH3:1][O:2][C:3]1[CH:24]=[CH:23][C:6]2[C:7](=O)[CH2:8][N:9]([S:12]([C:15]3[CH:20]=[CH:19][C:18]([CH3:21])=[CH:17][CH:16]=3)(=[O:14])=[O:13])[CH2:10][CH2:11][C:5]=2[CH:4]=1.C(O)(=O)C.Cl.CCO>[C].[Pd].O1CCOCC1>[CH3:1][O:2][C:3]1[CH:24]=[CH:23][C:6]2[CH2:7][CH2:8][N:9]([S:12]([C:15]3[CH:16]=[CH:17][C:18]([CH3:21])=[CH:19][CH:20]=3)(=[O:13])=[O:14])[CH2:10][CH2:11][C:5]=2[CH:4]=1 |f:4.5|. Procedure details: 7-Methoxy-3-(toluene-4-sulfonyl)-2,3,4,5-tetrahydro-benzo[d]azepin-1-one (6.91 g, 20 mmol) (prepared essentially as described by Kanao et al. (1982) Chem. Pharm. Bull. 30:180-88) is added to a mixture of acetic acid (20 ml), 37% hydrochloric acid (8 ml), EtOH (8 ml) and dioxane (80 ml). 1.0 g of 10% palladium-carbon is added to the mixture, and the resulting mixture is hydrogenated under 30-55 psi at rt overnight. The palladium-carbon is removed by filtration, and the filtering cake is washed wi...